Dataset: the Open Reaction Database (ORD), a public repository of structured organic reaction records. Task: describe an organic reaction: reactants, conditions, products, and yield Reactants: OC(C1=NC(=CC=C1O)C)C1=CC=CC=C1 (2-(Hydroxy-phenyl-methyl)-6-methyl-pyridin-3-ol), ClCCl (dichloromethane). Reagents/catalysts: [O-2].[O-2].[Mn+4] (Manganese dioxide). The solvent is CO (methanol). Reaction conditions: time 8 hour. Yields the product OC=1C(=NC(=CC1)C)C(=O)C1=CC=CC=C1 ((3-hydroxy-6-methyl-pyridin-2-yl)-phenyl-methanone). Isolated yield 80.1%. Reaction SMILES: [OH:1][CH:2]([C:11]1[CH:16]=[CH:15][CH:14]=[CH:13][CH:12]=1)[C:3]1[C:8]([OH:9])=[CH:7][CH:6]=[C:5]([CH3:10])[N:4]=1.ClCCl>CO.[O-2].[O-2].[Mn+4]>[OH:9][C:8]1[C:3]([C:2]([C:11]2[CH:12]=[CH:13][CH:14]=[CH:15][CH:16]=2)=[O:1])=[N:4][C:5]([CH3:10])=[CH:6][CH:7]=1 |f:3.4.5|. Reported procedure: 2-(Hydroxy-phenyl-methyl)-6-methyl-pyridin-3-ol (553 mg) was dissolved in methanol (3 ml) and dichloromethane (9 ml) to prepare a solution. Manganese dioxide (2.05 g) was added to the solution, and the mixture was stirred at room temperature overnight. The reaction solution was filtered through Celite and was then washed with chloroform and methanol. The solvent was removed by distillation under the reduced pressure, and the residue was purified by thin layer chromatography using chloroform-acet... Reactants: ClCCl, O=[Cr](=O)([O-])Cl, COC(=O)Cc1ccccc1Oc1cccc(CO)c1, c1cc[nH+]cc1. Product: COC(=O)Cc1ccccc1Oc1cccc(C=O)c1. Reaction SMILES: [CH2:32]([Cl:33])[Cl:34].[O:21]=[Cr:22]([Cl:23])([O-:24])=[O:25].[OH:1][CH2:2][c:3]1[cH:4][c:5]([O:6][c:7]2[c:8]([CH2:13][C:14](=[O:15])[O:16][CH3:17])[cH:9][cH:10][cH:11][cH:12]2)[cH:18][cH:19][cH:20]1.[nH+:26]1[cH:27][cH:28][cH:29][cH:30][cH:31]1>>[O:1]=[CH:2][c:3]1[cH:4][c:5]([O:6][c:7]2[c:8]([CH2:13][C:14](=[O:15])[O:16][CH3:17])[cH:9][cH:10][cH:11][cH:12]2)[cH:18][cH:19][cH:20]1. Starting materials: CC1(C)OB(c2cccc3[nH]ncc23)OC1(C)C, CN1CCC(=Cc2cc3nc(Cl)nc(N4CCOCC4)c3s2)CC1. The product is CN1CCC(=Cc2cc3nc(-c4cccc5[nH]ncc45)nc(N4CCOCC4)c3s2)CC1. As a reaction SMILES: [CH3:25][C:26]1([CH3:27])[C:28]([CH3:29])([CH3:30])[O:31][B:32]([c:33]2[c:34]3[cH:35][n:36][nH:37][c:38]3[cH:39][cH:40][cH:41]2)[O:42]1.[Cl:1][c:2]1[n:3][c:4]([N:19]2[CH2:20][CH2:21][O:22][CH2:23][CH2:24]2)[c:5]2[c:6]([n:7]1)[cH:8][c:9]([CH:11]=[C:12]1[CH2:13][CH2:14][N:15]([CH3:18])[CH2:16][CH2:17]1)[s:10]2>>[c:2]1(-[c:33]2[c:34]3[cH:35][n:36][nH:37][c:38]3[cH:39][cH:40][cH:41]2)[n:3][c:4]([N:19]2[CH2:20][CH2:21][O:22][CH2:23][CH2:24]2)[c:5]2[c:6]([n:7]1)[cH:8][c:9]([CH:11]=[C:12]1[CH2:13][CH2:14][N:15]([CH3:18])[CH2:16][CH2:17]1)[s:10]2. Product: C(C)(=O)OCC1=C2C(=NC=C1)N(C(N2CC)=O)C2=CC=C(C=C2)O ([1-ethyl-3-(4-hydroxyphenyl)-2-oxo-2,3-dihydro-1H-imidazo[4,5-b]pyridin-7-yl]methyl acetate). The solvent is C1CCOC1 (THF), C1CCOC1 (THF). Procedure: To a stirred solution of [1-ethyl-2-oxo-3-(4-{[tris(1-methylethyl)silyl]oxy}phenyl)-2,3-dihydro-1H-imidazo[4,5-b]pyridin-7-yl]methyl acetate (480 mg) in THF (5 mL) was added a solution of tetrabutylammonium fluoride (778 mg) in THF (2 mL) at 0° C. The mixture was stirred at 0° C. for 30 min, treated with water, and extracted with AcOEt. The organic layer was dried over MgSO4 and concentrated in vacuo. The residue was purified by silica gel column chromatography (AcOEt/Hexane=1/1) to give the tit... As a reaction SMILES: [C:1]([O:4][CH2:5][C:6]1[CH:11]=[CH:10][N:9]=[C:8]2[N:12]([C:18]3[CH:23]=[CH:22][C:21]([O:24][Si](C(C)C)(C(C)C)C(C)C)=[CH:20][CH:19]=3)[C:13](=[O:17])[N:14]([CH2:15][CH3:16])[C:7]=12)(=[O:3])[CH3:2].[F-].C([N+](CCCC)(CCCC)CCCC)CCC.O>C1COCC1>[C:1]([O:4][CH2:5][C:6]1[CH:11]=[CH:10][N:9]=[C:8]2[N:12]([C:18]3[CH:19]=[CH:20][C:21]([OH:24])=[CH:22][CH:23]=3)[C:13](=[O:17])[N:14]([CH2:15][CH3:16])[C:7]=12)(=[O:3])[CH3:2] |f:1.2|. Yield: 85.0%. The reactants are O (water), C(C)(=O)OCC1=C2C(=NC=C1)N(C(N2CC)=O)C2=CC=C(C=C2)O[Si](C(C)C)(C(C)C)C(C)C ([1-ethyl-2-oxo-3-(4-{[tris(1-methylethyl)silyl]oxy}phenyl)-2,3-dihydro-1H-imidazo[4,5-b]pyridin-7-yl]methyl acetate), [F-].C(CCC)[N+](CCCC)(CCCC)CCCC (tetrabutylammonium fluoride). Reaction conditions: temperature 0 celsius, time 30 minute.